Dataset: the Open Reaction Database (ORD), a public repository of structured organic reaction records. Task: describe an organic reaction: reactants, conditions, products, and yield Reactants: CCOC(C(=O)NCc1ccc(C#N)cc1[N+](=O)[O-])N1C(=O)c2cccc(F)c2C1=O, CCOC(C)=O. Yields the product CCOC(C(=O)NCc1ccc(C#N)cc1N)N1C(=O)c2cccc(F)c2C1=O. RXN SMILES: [C:1](#[N:2])[c:3]1[cH:4][c:5]([N+:29]([O-:30])=[O:31])[c:6]([CH2:7][NH:8][C:9]([CH:10]([N:11]2[C:12](=[O:22])[c:13]3[cH:14][cH:15][cH:16][c:17]([F:21])[c:18]3[C:19]2=[O:20])[O:23][CH2:24][CH3:25])=[O:26])[cH:27][cH:28]1.[CH3:32][CH2:33][O:34][C:35](=[O:36])[CH3:37]>>[C:1](#[N:2])[c:3]1[cH:4][c:5]([NH2:29])[c:6]([CH2:7][NH:8][C:9]([CH:10]([N:11]2[C:12](=[O:22])[c:13]3[cH:14][cH:15][cH:16][c:17]([F:21])[c:18]3[C:19]2=[O:20])[O:23][CH2:24][CH3:25])=[O:26])[cH:27][cH:28]1.